From a dataset of the Open Reaction Database (ORD), a public repository of structured organic reaction records. describe an organic reaction: reactants, conditions, products, and yield The reactants are ClC1=C2N=CNC2=NC(=N1)F (6-chloro-2-fluoro-9H-purine), Cl.COC1=NN(C=C1N)C (3-methoxy-1-methyl-1H-pyrazol-4-amine hydrochloride), C(C)(C)N(C(C)C)CC (N,N-diisopropylethylamine). Solvent: CS(=O)C (DMSO). Conditions: time 19 hour. The product is FC1=NC(=C2N=CNC2=N1)NC=1C(=NN(C1)C)OC (2-fluoro-N-(3-methoxy-1-methyl-1H-pyrazol-4-yl)-9H-purin -6-amine). Yield: 86.7%. Reaction SMILES: Cl[C:2]1[N:10]=[C:9]([F:11])[N:8]=[C:7]2[C:3]=1[N:4]=[CH:5][NH:6]2.Cl.[CH3:13][O:14][C:15]1[C:19]([NH2:20])=[CH:18][N:17]([CH3:21])[N:16]=1.C(N(CC)C(C)C)(C)C>CS(C)=O>[F:11][C:9]1[N:8]=[C:7]2[C:3]([N:4]=[CH:5][NH:6]2)=[C:2]([NH:20][C:19]2[C:15]([O:14][CH3:13])=[N:16][N:17]([CH3:21])[CH:18]=2)[N:10]=1 |f:1.2|. Procedure: A suspension of 6-chloro-2-fluoro-9H-purine (5.49 g, 31.8 mmol, 1.00 eq), 3-methoxy-1-methyl-1H-pyrazol-4-amine hydrochloride (6.60 g, 40.34 mmol, 1.26 eq), and N,N-diisopropylethylamine (16.6 mL, 95.5 mmol, 3.00 eq) in DMSO (31.8 mL) was stirred at ambient temperature for 19 hr. The reaction mixture was then concentrated in vacuo at 50° C., poured into water (250 mL), and stirred vigorously at 0° C. for 1 hr. The resulting solids were filtered off, washed with ice cold water (20 mL), and dried ... Starting materials: ClCCl, COc1cccc2c1nc(C(F)F)n2-c1nc(NC2CCN(C(=O)OC(C)(C)C)CC2)nc(N2CCOCC2)n1, O=C(O)C(F)(F)F. Product: COc1cccc2c1nc(C(F)F)n2-c1nc(NC2CCNCC2)nc(N2CCOCC2)n1. Reaction SMILES: [Cl:48][CH2:49][Cl:50].[F:1][CH:2]([c:3]1[n:4][c:5]2[c:6]([n:7]1-[c:8]1[n:9][c:10]([NH:20][CH:21]3[CH2:22][CH2:23][N:24]([C:27]([O:28][C:29]([CH3:30])([CH3:31])[CH3:32])=[O:33])[CH2:25][CH2:26]3)[n:11][c:12]([N:14]3[CH2:15][CH2:16][O:17][CH2:18][CH2:19]3)[n:13]1)[cH:34][cH:35][cH:36][c:37]2[O:38][CH3:39])[F:40].[F:41][C:42]([F:43])([F:44])[C:45]([OH:46])=[O:47]>>[F:1][CH:2]([c:3]1[n:4][c:5]2[c:6]([n:7]1-[c:8]1[n:9][c:10]([NH:20][CH:21]3[CH2:22][CH2:23][NH:24][CH2:25][CH2:26]3)[n:11][c:12]([N:14]3[CH2:15][CH2:16][O:17][CH2:18][CH2:19]3)[n:13]1)[cH:34][cH:35][cH:36][c:37]2[O:38][CH3:39])[F:40]. Reactants: ClC=1C=CC2=C(C=CC3=C(S2)C=C(C=C3)C(=O)O)C1 (8-chlorodibenzo[b,f]thiepin-3-carboxylic acid), C1=CC(=CC=2SC3=C(CCC21)C=CC=C3)C(=O)O (10,11-dihydro-dibenzo[b,f]thiepin-3-carboxylic acid). Reaction SMILES: [Cl:1][C:2]1[CH:3]=[CH:4][C:5]2[S:11][C:10]3[CH:12]=[C:13]([C:16](O)=[O:17])[CH:14]=[CH:15][C:9]=3[CH:8]=[CH:7][C:6]=2[CH:19]=1.C1C2CCC3C=CC=CC=3SC=2C=C(C(O)=O)C=1>>[Cl:1][C:2]1[CH:3]=[CH:4][C:5]2[S:11][C:10]3[CH:12]=[C:13]([CH2:16][OH:17])[CH:14]=[CH:15][C:9]=3[CH:8]=[CH:7][C:6]=2[CH:19]=1. Procedure: Repeat the process of Example 1, substituting an equivalent quantity of 8-chlorodibenzo[b,f]thiepin-3-carboxylic acid for the 10,11-dihydro-dibenzo[b,f]thiepin-3-carboxylic acid, to obtain the title product. Yields the product ClC=1C=CC2=C(C=CC3=C(S2)C=C(C=C3)CO)C1 (8-Chloro-3-hydroxymethyl-dibenzo[b,f]thiepin). Reactants: Brc1ccc2c(c1)OCC2, [Li]CCCC, C1CCOC1, CCCCCC, CN(C)C=O. Product: O=Cc1ccc2c(c1)OCC2. Reaction SMILES: [Br:1][c:2]1[cH:3][c:4]2[c:5]([cH:9][cH:10]1)[CH2:6][CH2:7][O:8]2.[CH2:11]([Li:12])[CH2:13][CH2:14][CH3:15].[CH2:21]1[O:22][CH2:23][CH2:24][CH2:25]1.[CH3:26][CH2:27][CH2:28][CH2:29][CH2:30][CH3:31].[O:16]=[CH:17][N:18]([CH3:19])[CH3:20]>>[c:2]1([CH:17]=[O:16])[cH:3][c:4]2[c:5]([cH:9][cH:10]1)[CH2:6][CH2:7][O:8]2. The reactants are C(C(=O)OCC)(=O)OCC (diethyl oxalate), [O-]CC.[Na+] (sodium ethoxide), COCC(=O)C1=CC=CC=C1 (2-methoxy acetophenone). Solvent: C(C)O (ethanol). Reaction conditions: time 8 hour. The product is COC1=C(C=CC=C1)C(CC(C(=O)O)=O)=O (4-(2-methoxyphenyl)-2,4-dioxobutanoic acid). RXN SMILES: [C:1]([O:8]CC)(=[O:7])[C:2]([O:4]CC)=O.[O-:11][CH2:12]C.[Na+].CO[CH2:17][C:18]([C:20]1[CH:25]=[CH:24][CH:23]=[CH:22][CH:21]=1)=[O:19]>C(O)C>[CH3:12][O:11][C:25]1[CH:24]=[CH:23][CH:22]=[CH:21][C:20]=1[C:18](=[O:19])[CH2:17][C:2](=[O:4])[C:1]([OH:8])=[O:7] |f:1.2|. Reported procedure: To a stirred solution of diethyl oxalate (16 g, 110 mmol) and sodium ethoxide (100 mL, 21% by wt. in ethanol, 300 mmol) was added dropwise a solution of 2-methoxy acetophenone (15 g, 100 mmol) in ethanol (100 mL). The reaction mixture was allowed to stir at ambient temperature overnight. The resulting solution was concentrated to approximately 50 mL on a rotary evaporator, followed by partitioning between diethyl ether (100 mL) and water (250 mL). The aqueous layer was adjusted to pH=3 with conc... The reactants are CCO, CN(C)CCC1(c2ccccc2)Cc2ccccc2C(=O)O1, N, [NH4+], O=S(=O)([O-])[O-], [OH-], O, [Zn]. Product: CN(C)CCC(Cc1ccccc1C(=O)O)c1ccccc1. RXN SMILES: [CH3:32][CH2:33][OH:34].[CH3:8][N:9]([CH2:10][CH2:11][C:12]1([c:23]2[cH:24][cH:25][cH:26][cH:27][cH:28]2)[O:13][C:14](=[O:15])[c:16]2[cH:17][cH:18][cH:19][cH:20][c:21]2[CH2:22]1)[CH3:29].[NH3:30].[NH4+:1].[O-:3][S:4](=[O:5])(=[O:6])[O-:7].[OH-:2].[OH2:35].[Zn:31]>>[CH3:8][N:9]([CH2:10][CH2:11][CH:12]([CH2:22][c:21]1[c:16]([C:14](=[O:13])[OH:15])[cH:17][cH:18][cH:19][cH:20]1)[c:23]1[cH:24][cH:25][cH:26][cH:27][cH:28]1)[CH3:29]. Reactants: COC(=O)C=1C(=CC2=C(NC(=N2)S)C1)OC (methyl-2-mercapto-5-methoxy-1H-benzimidazole-6-carboxylate), Cl.ClCC1=C(N)C=CC=C1 (2-(chloromethyl)aniline hydrochloride). The product is Cl.Cl.NC1=C(C=CC=C1)CSC1=NC2=C(N1)C=C(C(=C2)OC)C(=O)OC (Methyl 2-[[(2-aminophenyl)methyl]thio]-5-methoxy-1H-benzimidazole-6-carboxylate, dihydrochloride). As a reaction SMILES: [CH3:1][O:2][C:3]([C:5]1[C:6]([O:15][CH3:16])=[CH:7][C:8]2[N:12]=[C:11]([SH:13])[NH:10][C:9]=2[CH:14]=1)=[O:4].[ClH:17].[Cl:18][CH2:19][C:20]1[CH:26]=[CH:25][CH:24]=[CH:23][C:21]=1[NH2:22]>>[ClH:18].[ClH:17].[NH2:22][C:21]1[CH:23]=[CH:24][CH:25]=[CH:26][C:20]=1[CH2:19][S:13][C:11]1[NH:10][C:9]2[CH:14]=[C:5]([C:3]([O:2][CH3:1])=[O:4])[C:6]([O:15][CH3:16])=[CH:7][C:8]=2[N:12]=1 |f:1.2,3.4.5|. Reported procedure: To a mixture of 29.0 g (0.16 mole) of methyl-4-amino-2-methoxybenzoate, 0.5 g of 4-dimethylaminopyridine, and 16.0 gm (0.16 mole) of triethylamine in 500 ml of dichloromethane was added in batches 22 ml (ca. 0.23 mole) of acetic acid. After two hours the reaction mixture was neutralized with sodium bicarbonate (in solution and as a solid). The organic phase was washed successively with aqueous sodium bicarbonate. The organic phase was washed successively with aqueous sodium bicarbonate and brine...